Dataset: the Open Reaction Database (ORD), a public repository of structured organic reaction records. Task: describe an organic reaction: reactants, conditions, products, and yield Reactants: CCO, CC1=NNC(=O)C1=C1C=C(Cl)c2ccccc2N1, Sc1ccccc1. Product: CC1=NNC(=O)C1=C1C=C(Sc2ccccc2)c2ccccc2N1. Reaction SMILES: [CH3:26][CH2:27][OH:28].[Cl:1][C:2]1=[CH:3][C:4](=[C:12]2[C:13]([CH3:18])=[N:14][NH:15][C:16]2=[O:17])[NH:5][c:6]2[cH:7][cH:8][cH:9][cH:10][c:11]21.[SH:19][c:20]1[cH:21][cH:22][cH:23][cH:24][cH:25]1>>[C:2]1([S:19][c:20]2[cH:21][cH:22][cH:23][cH:24][cH:25]2)=[CH:3][C:4](=[C:12]2[C:13]([CH3:18])=[N:14][NH:15][C:16]2=[O:17])[NH:5][c:6]2[cH:7][cH:8][cH:9][cH:10][c:11]21. Reactants: NC=1SC=C(N1)C1=CC=2CCCCC2C=C1 (2-amino-4-(5,6,7,8-tetrahydro-2-naphthyl)thiazole), O (water), ClC1=CC=C(C(=O)Cl)C=C1 (4-Chlorobenzoyl chloride), [S-]C#N.[NH4+] (ammonium thiocyanate). Run in CC(=O)C (acetone), CC(=O)C (acetone). Reaction conditions: time 1 hour. Product: ClC1=CC=C(C(=O)NC(=S)NC=2SC=C(N2)C2=CC=3CCCCC3C=C2)C=C1 (1-(4-chlorobenzoyl)-3-[4-(5,6,7,8-tetrahydro-2-naphthyl-)2-thiazolyl]thiourea). Isolated yield 58.1%. Reaction SMILES: [Cl:1][C:2]1[CH:10]=[CH:9][C:5]([C:6](Cl)=[O:7])=[CH:4][CH:3]=1.[S-:11][C:12]#[N:13].[NH4+].[NH2:15][C:16]1[S:17][CH:18]=[C:19]([C:21]2[CH:30]=[CH:29][C:28]3[CH2:27][CH2:26][CH2:25][CH2:24][C:23]=3[CH:22]=2)[N:20]=1.O>CC(C)=O>[Cl:1][C:2]1[CH:10]=[CH:9][C:5]([C:6]([NH:13][C:12]([NH:15][C:16]2[S:17][CH:18]=[C:19]([C:21]3[CH:30]=[CH:29][C:28]4[CH2:27][CH2:26][CH2:25][CH2:24][C:23]=4[CH:22]=3)[N:20]=2)=[S:11])=[O:7])=[CH:4][CH:3]=1 |f:1.2|. Procedure: 4-Chlorobenzoyl chloride (911 mg) was added to a solution of ammonium thiocyanate (460 mg) in acetone (20 ml), and the solution mixture was heated over a water bath for 1 minute and stirred at room temperature for 1 hour. A solution of 2-amino-4-(5,6,7,8-tetrahydro-2-naphthyl)thiazole (1.0 g) in acetone (10 ml) was added to the solution, followed by stirring at room temperature for 16 hours. The reaction mixture was poured into water, and the crystals which separated out were recovered by filtra... Reactants: ClC=1C=C2C(=C(N(C(C2=CC1)=O)CC1=CC=C(C=C1)S(=O)(=O)C)C(CC)O)C1=CC=CC=C1 (6-chloro-3-(1-hydroxypropyl)-2-(4-methanesulfonylbenzyl)-4-phenyl-2H-isoquinolin-1-one), C1CCOC1.C(C)(C)OC(C)C (THF diisopropyl ether). Yields the product ClC=1C=C2C(=C(N(C(C2=CC1)=O)CC1=CC=C(C=C1)S(=O)(=O)C)C(CC)=O)C1=CC=CC=C1 (6-chloro-2-(4-methanesulfonylbenzyl)-4-phenyl-3-propionyl-2H-isoquinolin-1-one). As a reaction SMILES: [Cl:1][C:2]1[CH:3]=[C:4]2[C:9](=[CH:10][CH:11]=1)[C:8](=[O:12])[N:7]([CH2:13][C:14]1[CH:19]=[CH:18][C:17]([S:20]([CH3:23])(=[O:22])=[O:21])=[CH:16][CH:15]=1)[C:6]([CH:24]([OH:27])[CH2:25][CH3:26])=[C:5]2[C:28]1[CH:33]=[CH:32][CH:31]=[CH:30][CH:29]=1.C1COCC1.C(OC(C)C)(C)C>>[Cl:1][C:2]1[CH:3]=[C:4]2[C:9](=[CH:10][CH:11]=1)[C:8](=[O:12])[N:7]([CH2:13][C:14]1[CH:15]=[CH:16][C:17]([S:20]([CH3:23])(=[O:21])=[O:22])=[CH:18][CH:19]=1)[C:6]([C:24](=[O:27])[CH2:25][CH3:26])=[C:5]2[C:28]1[CH:29]=[CH:30][CH:31]=[CH:32][CH:33]=1 |f:1.2|. Procedure: In the same manner as in Example 311, the title compound was synthesized using 6-chloro-3-(1-hydroxypropyl)-2-(4-methanesulfonylbenzyl)-4-phenyl-2H-isoquinolin-1-one. Crystals (THF-diisopropyl ether). Reactants: O=C([O-])[O-], CC(=O)Cl, CC#N, CCOCC, Clc1ccn2nccc2n1, [I-], [K+], [K+], [Na+], [Na+], [Na+], O=S([O-])[O-]. The product is Ic1ccn2nccc2n1. As a reaction SMILES: [C:17](=[O:18])([O-:19])[O-:20].[CH3:13][C:14](=[O:15])[Cl:16].[CH3:29][C:30]#[N:31].[CH3:32][CH2:33][O:34][CH2:35][CH3:36].[Cl:1][c:2]1[n:3][c:4]2[n:5]([cH:6][cH:7]1)[n:8][cH:9][cH:10]2.[I-:12].[K+:21].[K+:22].[Na+:11].[Na+:27].[Na+:28].[S:23]([O-:24])([O-:25])=[O:26]>>[c:2]1([I:12])[n:3][c:4]2[n:5]([cH:6][cH:7]1)[n:8][cH:9][cH:10]2. Starting materials: C(C(=O)Cl)(=O)Cl (oxalyl chloride), NC1=NN=NN1C (5-amino-1-methyl-1H-tetrazole), COC1=C(C(=O)O)C=CC(=C1SC)C(F)(F)F (2-methoxy-3-(methylsulfanyl)-4-(trifluoromethyl)benzoic acid), C(C(=O)Cl)(=O)Cl (oxalyl chloride). The solvent is N1=CC=CC=C1 (pyridine). Conditions: time 3 day. The product is COC1=C(C(=O)NC2=NN=NN2C)C=CC(=C1SC)C(F)(F)F (2-methoxy-3-(methylsulfanyl)-N-(1-methyl-1H-tetrazol-5-yl)-4-(trifluoromethyl)benzamide). The yield is 46.6%. Reaction SMILES: [NH2:1][C:2]1[N:6]([CH3:7])[N:5]=[N:4][N:3]=1.[CH3:8][O:9][C:10]1[C:18]([S:19][CH3:20])=[C:17]([C:21]([F:24])([F:23])[F:22])[CH:16]=[CH:15][C:11]=1[C:12](O)=[O:13].C(Cl)(=O)C(Cl)=O>N1C=CC=CC=1>[CH3:8][O:9][C:10]1[C:18]([S:19][CH3:20])=[C:17]([C:21]([F:24])([F:23])[F:22])[CH:16]=[CH:15][C:11]=1[C:12]([NH:1][C:2]1[N:6]([CH3:7])[N:5]=[N:4][N:3]=1)=[O:13]. Procedure: 1.45 g (98% by weight; 14.3 mmol) of 5-amino-1-methyl-1H-tetrazole were added to 3.00 g (11.3 mmol) of 2-methoxy-3-(methylsulfanyl)-4-(trifluoromethyl)benzoic acid in 30 ml of dry pyridine. 2.00 g (15.8 mmol) of oxalyl chloride were then added, and the mixture was subsequently stirred at room temperature (RT) for three days. Another 500 mg (3.94 mmol) of oxalyl chloride were then added, and the mixture was subsequently stirred at RT for 16 h. For work-up, the contents were substantially freed fr... Starting materials: O=C(CN1CC2=C(CC1)C1=C(OC2=O)C=CC=C1)C (1,2,3,4-tetrahydro-3-(2-oxopropyl)-5H-[1]benzopyrano[3,4-c]pyridin-5-one), C(C)N (ethylamine), S(=O)(=O)([O-])[O-].[Ca+2] (calcium sulfate), C(C)(=O)O (acetic acid). The solvent is O1CCCC1 (tetrahydrofuran). Run at temperature 40 celsius. The product is C(C)NC(CN1CC2=C(CC1)C1=C(OC2=O)C=CC=C1)C (3-[2-(Ethylamino)propyl]-1,2,3,4-tetrahydro-5H-[1]benzopyrano[3,4-c]pyridin-5-one). Yield: 51.6%. Reaction SMILES: O=[C:2]([CH3:19])[CH2:3][N:4]1[CH2:9][CH2:8][C:7]2[C:10]3[CH:18]=[CH:17][CH:16]=[CH:15][C:11]=3[O:12][C:13](=[O:14])[C:6]=2[CH2:5]1.[CH2:20]([NH2:22])[CH3:21].S([O-])([O-])(=O)=O.[Ca+2].C(O)(=O)C>O1CCCC1>[CH2:20]([NH:22][CH:2]([CH3:19])[CH2:3][N:4]1[CH2:9][CH2:8][C:7]2[C:10]3[CH:18]=[CH:17][CH:16]=[CH:15][C:11]=3[O:12][C:13](=[O:14])[C:6]=2[CH2:5]1)[CH3:21] |f:2.3|. Reported procedure: A mixture of 1,2,3,4-tetrahydro-3-(2-oxopropyl)-5H-[1]benzopyrano[3,4-c]pyridin-5-one (18.2 g, 0.071 moles), ethylamine (10 ml, 0.153 moles), anhydrous calcium sulfate (15 g), and glacial acetic acid (1 ml) in tetrahydrofuran (450 ml) is shaken at 40° C. in a pressure vessel. After 18 hours the mixture is cooled and filtered. The filtrate is hydrogenated at 25° C. and 50 psi in the presence of 10% platinum or carbon until hydrogen uptake ceases. The catalyst is removed by filtration, and the fil... The reactants are CCNC(=O)Nc1ccc(-c2nc3c(c(N4CCOCC4)n2)CNC3)cc1, Clc1ncccn1, CN(C)C=O. Yields the product CCNC(=O)Nc1ccc(-c2nc3c(c(N4CCOCC4)n2)CN(c2ncccn2)C3)cc1. Reaction SMILES: [CH2:1]([CH3:2])[NH:3][C:4](=[O:5])[NH:6][c:7]1[cH:8][cH:9][c:10](-[c:13]2[n:14][c:15]([N:22]3[CH2:23][CH2:24][O:25][CH2:26][CH2:27]3)[c:16]3[c:17]([n:18]2)[CH2:19][NH:20][CH2:21]3)[cH:11][cH:12]1.[Cl:28][c:29]1[n:30][cH:31][cH:32][cH:33][n:34]1.[O:35]=[CH:36][N:37]([CH3:38])[CH3:39]>>[CH2:1]([CH3:2])[NH:3][C:4](=[O:5])[NH:6][c:7]1[cH:8][cH:9][c:10](-[c:13]2[n:14][c:15]([N:22]3[CH2:23][CH2:24][O:25][CH2:26][CH2:27]3)[c:16]3[c:17]([n:18]2)[CH2:19][N:20]([c:29]2[n:30][cH:31][cH:32][cH:33][n:34]2)[CH2:21]3)[cH:11][cH:12]1. Reactants: C(C1=CC=CC=C1)OC1=C(N=C(N(C1=O)C)C1CCCC1)C(=O)OCC (ethyl 5-(benzyloxy)-2-cyclopentyl-1-methyl-6-oxo-1,6-dihydropyrimidine-4-carboxylate), O[Li].O (LiOH.H2O). Run in C1CCOC1.O (THF H2O). The product is C(C1=CC=CC=C1)OC1=C(N=C(N(C1=O)C)C1CCCC1)C(=O)O (5-(Benzyloxy)-2-cyclopentyl-1-methyl-6-oxo-1,6-dihydropyrimidine-4-carboxylic acid). The yield is 97.0%. As a reaction SMILES: [CH2:1]([O:8][C:9]1[C:14](=[O:15])[N:13]([CH3:16])[C:12]([CH:17]2[CH2:21][CH2:20][CH2:19][CH2:18]2)=[N:11][C:10]=1[C:22]([O:24]CC)=[O:23])[C:2]1[CH:7]=[CH:6][CH:5]=[CH:4][CH:3]=1.O[Li].O>C1COCC1.O>[CH2:1]([O:8][C:9]1[C:14](=[O:15])[N:13]([CH3:16])[C:12]([CH:17]2[CH2:21][CH2:20][CH2:19][CH2:18]2)=[N:11][C:10]=1[C:22]([OH:24])=[O:23])[C:2]1[CH:3]=[CH:4][CH:5]=[CH:6][CH:7]=1 |f:1.2,3.4|. Reported procedure: A mixture of ethyl 5-(benzyloxy)-2-cyclopentyl-1-methyl-6-oxo-1,6-dihydropyrimidine-4-carboxylate (prepared according to the procedure in Naidu, B. N. Synlett, 2008;) (1.1 g, 3.1 mmol) and LiOH.H2O (0.25 g, 6 mmol) in 2:1 THF/H2O (15 mL) was heated at 80° C. for 1 h then cooled. The reaction mixture concentrated and the residue acidified with 1 N aq. HCl and the resulting solid isolated by filtration to yield the title compound (0.98 g, 97% yield) as a white solid. 1HNMR (500 MHz, CDCl3) δ: 7.56... Reactants: O=C([O-])O, CO, CCOC(C)=O, CC(C)c1cc(-c2cccc(C=C(C#N)c3ccncc3)c2)c2ncccc2c1, ClCCl, [Na+]. The product is CC(C)c1cc(-c2cccc(C3OC3(C#N)c3ccncc3)c2)c2ncccc2c1. As a reaction SMILES: [C:35](=[O:36])([OH:37])[O-:38].[CH3:33][OH:34].[CH3:40][CH2:41][O:42][C:43](=[O:44])[CH3:45].[CH:1]([CH3:2])([CH3:3])[c:4]1[cH:5][c:6]2[cH:7][cH:8][cH:9][n:10][c:11]2[c:12](-[c:14]2[cH:15][c:16]([CH:20]=[C:21]([C:22]#[N:23])[c:24]3[cH:25][cH:26][n:27][cH:28][cH:29]3)[cH:17][cH:18][cH:19]2)[cH:13]1.[Cl:30][CH2:31][Cl:32].[Na+:39]>>[CH:1]([CH3:2])([CH3:3])[c:4]1[cH:5][c:6]2[cH:7][cH:8][cH:9][n:10][c:11]2[c:12](-[c:14]2[cH:15][c:16]([CH:20]3[C:21]([C:22]#[N:23])([c:24]4[cH:25][cH:26][n:27][cH:28][cH:29]4)[O:34]3)[cH:17][cH:18][cH:19]2)[cH:13]1.